This data is from the Open Reaction Database (ORD), a public repository of structured organic reaction records. The task is: describe an organic reaction: reactants, conditions, products, and yield Starting materials: CC(=O)Nc1cc(Cl)ccc1[N+](=O)[O-], CN(C)C=O, Cc1ccc(S)cc1, [H-], [Na+], O. Yields the product CC(=O)Nc1cc(Sc2ccc(C)cc2)ccc1[N+](=O)[O-]. As a reaction SMILES: [C:16]([CH3:17])(=[O:18])[NH:19][c:20]1[c:21]([N+:27](=[O:28])[O-:29])[cH:22][cH:23][c:24]([Cl:26])[cH:25]1.[CH3:11][N:12]([CH3:13])[CH:14]=[O:15].[CH3:3][c:4]1[cH:5][cH:6][c:7]([SH:10])[cH:8][cH:9]1.[H-:1].[Na+:2].[OH2:30]>>[CH3:3][c:4]1[cH:5][cH:6][c:7]([S:10][c:24]2[cH:23][cH:22][c:21]([N+:27](=[O:28])[O-:29])[c:20]([NH:19][C:16]([CH3:17])=[O:18])[cH:25]2)[cH:8][cH:9]1. Reactants: B(OC1=CC=C(C=C1)OCCOCC)([O-])[O-] (4-(2-ethoxyethoxy)phenyl borate), BrC=1C=CC2=C(C=C(CCN2CC)C(=O)NC2=CC=C(C=C2)CN(C2CCOCC2)C)C1 (7-bromo-1-ethyl-N-[4-[[N-methyl-N-(tetrahydro-2H-pyran-4-yl)amino]methyl]phenyl]-2,3-dihydro-1H-1-benzazepine-4-carboxamide), C([O-])([O-])=O.[K+].[K+] (potassium carbonate). The reagents and catalysts are C=1C=CC(=CC1)[P](C=2C=CC=CC2)(C=3C=CC=CC3)[Pd]([P](C=4C=CC=CC4)(C=5C=CC=CC5)C=6C=CC=CC6)([P](C=7C=CC=CC7)(C=8C=CC=CC8)C=9C=CC=CC9)[P](C=1C=CC=CC1)(C=1C=CC=CC1)C=1C=CC=CC1 (tetrakistriphenylphosphinepalladium). Solvent: O.C(C)O.C1(=CC=CC=C1)C (water ethanol toluene), C(C)(=O)OCC (ethyl acetate). Reaction conditions: time 30 minute. The product is C(C)OCCOC1=CC=C(C=C1)C=1C=CC2=C(C=C(CCN2CC)C(=O)NC2=CC=C(C=C2)CN(C2CCOCC2)C)C1 (7-[4-(2-ethoxyethoxy)phenyl]-1-ethyl-N-[4-[[N-methyl-N-(tetrahydro-2H-pyran-4-yl)amino]methyl]phenyl]-2,3-dihydro-1H-1-benzazepine-4-carboxamide). The yield is 52.8%. Reaction SMILES: B([O-])([O-])O[C:3]1[CH:8]=[CH:7][C:6]([O:9][CH2:10][CH2:11][O:12][CH2:13][CH3:14])=[CH:5][CH:4]=1.Br[C:18]1[CH:19]=[CH:20][C:21]2[N:27]([CH2:28][CH3:29])[CH2:26][CH2:25][C:24]([C:30]([NH:32][C:33]3[CH:38]=[CH:37][C:36]([CH2:39][N:40]([CH3:47])[CH:41]4[CH2:46][CH2:45][O:44][CH2:43][CH2:42]4)=[CH:35][CH:34]=3)=[O:31])=[CH:23][C:22]=2[CH:48]=1.C(=O)([O-])[O-].[K+].[K+]>O.C(O)C.C1(C)C=CC=CC=1.C(OCC)(=O)C.C1C=CC([P]([Pd]([P](C2C=CC=CC=2)(C2C=CC=CC=2)C2C=CC=CC=2)([P](C2C=CC=CC=2)(C2C=CC=CC=2)C2C=CC=CC=2)[P](C2C=CC=CC=2)(C2C=CC=CC=2)C2C=CC=CC=2)(C2C=CC=CC=2)C2C=CC=CC=2)=CC=1>[CH2:13]([O:12][CH2:11][CH2:10][O:9][C:6]1[CH:7]=[CH:8][C:3]([C:18]2[CH:19]=[CH:20][C:21]3[N:27]([CH2:28][CH3:29])[CH2:26][CH2:25][C:24]([C:30]([NH:32][C:33]4[CH:34]=[CH:35][C:36]([CH2:39][N:40]([CH3:47])[CH:41]5[CH2:46][CH2:45][O:44][CH2:43][CH2:42]5)=[CH:37][CH:38]=4)=[O:31])=[CH:23][C:22]=3[CH:48]=2)=[CH:4][CH:5]=1)[CH3:14] |f:2.3.4,5.6.7,^1:75,77,96,115|. Procedure details: In a mixture of water:ethanol:toluene (1:1:10, v/v, 18.0 ml) were dissolved 4-(2-ethoxyethoxy)phenyl borate (339 mg) and 7-bromo-1-ethyl-N-[4-[[N-methyl-N-(tetrahydro-2H-pyran-4-yl)amino]methyl]phenyl]-2,3-dihydro-1H-1-benzazepine-4-carboxamide (537 mg). To the solution was added potassium carbonate (357 mg), and the mixture was stirred under argon atmosphere at room temperature for 30 minutes. To the mixture was added tetrakistriphenylphosphinepalladium (50 mg), and the mixture was heated to re...